From a dataset of the Open Reaction Database (ORD), a public repository of structured organic reaction records. describe an organic reaction: reactants, conditions, products, and yield The reactants are ClCC(=O)C=1C=C2CCC(NC2=CC1)=O (6-(Chloroacetyl)-3,4-dihydrocarbostyril), NC(=S)N (thiourea). The solvent is C(C)O (ethanol). Run at time 30 minute. Product: NC=1SC=C(N1)C=1C=C2CCC(NC2=CC1)=O (6-(2-Aminothiazol-4-yl)-3,4-Dihydrocarbostyril). As a reaction SMILES: Cl[CH2:2][C:3]([C:5]1[CH:6]=[C:7]2[C:12](=[CH:13][CH:14]=1)[NH:11][C:10](=[O:15])[CH2:9][CH2:8]2)=O.[NH2:16][C:17]([NH2:19])=[S:18]>C(O)C>[NH2:19][C:17]1[S:18][CH:2]=[C:3]([C:5]2[CH:6]=[C:7]3[C:12](=[CH:13][CH:14]=2)[NH:11][C:10](=[O:15])[CH2:9][CH2:8]3)[N:16]=1. Procedure details: 6-(Chloroacetyl)-3,4-dihydrocarbostyril (7 g), thiourea (2.6 g) and absolute ethanol (250 ml) is stirred under reflux for two hours, cooled in an ice bath, filtered, and the filtered solid washed with ether and dried. The solid is suspended in aqueous sodium bicarbonate and stirred for 30 minutes, filtered, washed with isopropanol, dried and refluxed in methanol (300 ml) overnight. The resulting solid is filtered, suspended in boiling methanol (300 ml) and methane sulfonic acid (2.8 ml) added, r... RXN SMILES: [F-:1].[K+].[Br-].C([N+](CCCC)(CCCC)CCCC)CCCCCCCCCC.Cl[C:29]1[CH:34]=[CH:33][CH:32]=[CH:31][C:30]=1[N+:35]([O-:37])=[O:36]>>[F:1][C:29]1[CH:34]=[CH:33][CH:32]=[CH:31][C:30]=1[N+:35]([O-:37])=[O:36].[N+:35]([C:30]1[CH:31]=[CH:32][CH:33]=[CH:34][CH:29]=1)([O-:37])=[O:36] |f:0.1,2.3|. Reaction conditions: temperature 145 celsius, time 24 hour. Procedure details: Potassium fluoride (69.6 g; 1.2 mole) and undecyltributylammonium bromide (25.2 g; 0.06 mole) were added to molten 2-chloronitrobenzene (157.5 g; 1.0 mole). After stirring at 145° C. for 24 hours and a similar work-up to Example 1, 2-fluoronitrobenzene was obtained in 84.6% yield, together with 0.4% nitrobenzene. Isolated yield 0.4%. Starting materials: [F-].[K+] (Potassium fluoride), [Br-].C(CCCCCCCCCC)[N+](CCCC)(CCCC)CCCC (undecyltributylammonium bromide), ClC1=C(C=CC=C1)[N+](=O)[O-] (2-chloronitrobenzene). The product is FC1=C(C=CC=C1)[N+](=O)[O-] (2-fluoronitrobenzene), [N+](=O)([O-])C1=CC=CC=C1 (nitrobenzene).